Dataset: the Open Reaction Database (ORD), a public repository of structured organic reaction records. Task: describe an organic reaction: reactants, conditions, products, and yield The reactants are CC(C)=O, Cc1nc2ccc3c(c2o1)C(=O)CC3, C1CCOC1. Product: CC(C)=C1Cc2ccc3nc(C)oc3c2C1=O. As a reaction SMILES: [CH3:15][C:16]([CH3:17])=[O:18].[CH3:1][c:2]1[o:3][c:4]2[c:5]([n:6]1)[cH:7][cH:8][c:9]1[c:13]2[C:12](=[O:14])[CH2:11][CH2:10]1.[O:19]1[CH2:20][CH2:21][CH2:22][CH2:23]1>>[CH3:1][c:2]1[o:3][c:4]2[c:5]([n:6]1)[cH:7][cH:8][c:9]1[c:13]2[C:12](=[O:14])[C:11](=[C:16]([CH3:15])[CH3:17])[CH2:10]1. Reactants: O1CCOC2=C1C=CC(=C2)SC2=C(C=C(C=C2)\C=C\C(=O)N2C(CCCC2)C(=O)OCC)C(F)(F)F ((Benzodioxan-6-yl)[2-trifluoromethyl-4-(E-((2-carboethoxypiperidin-1-yl) carbonyl)ethenyl)phenyl]sulfide), [OH-].[Na+].CCO (NaOH EtOH). The product is O1CCOC2=C1C=CC(=C2)SC2=C(C=C(C=C2)\C=C\C(=O)N2C(CCCC2)C(=O)O)C(F)(F)F ((Benzodioxan-6-yl)[2-trifluoromethyl-4-(E-((2-carboxypiperidin-1-yl) carbonyl)ethenyl)phenyl]sulfide). As a reaction SMILES: [O:1]1[C:6]2[CH:7]=[CH:8][C:9]([S:11][C:12]3[CH:17]=[CH:16][C:15](/[CH:18]=[CH:19]/[C:20]([N:22]4[CH2:27][CH2:26][CH2:25][CH2:24][CH:23]4[C:28]([O:30]CC)=[O:29])=[O:21])=[CH:14][C:13]=3[C:33]([F:36])([F:35])[F:34])=[CH:10][C:5]=2[O:4][CH2:3][CH2:2]1.[OH-].[Na+].CCO>>[O:1]1[C:6]2[CH:7]=[CH:8][C:9]([S:11][C:12]3[CH:17]=[CH:16][C:15](/[CH:18]=[CH:19]/[C:20]([N:22]4[CH2:27][CH2:26][CH2:25][CH2:24][CH:23]4[C:28]([OH:30])=[O:29])=[O:21])=[CH:14][C:13]=3[C:33]([F:35])([F:34])[F:36])=[CH:10][C:5]=2[O:4][CH2:3][CH2:2]1 |f:1.2.3|. Procedure details: The title compound was prepared by hydrolysis of the compound of Example 249 under basic conditions (aq. NaOH/EtOH), resulting in a white solid, mp 90° C. (dec.). 1H NMR (DMSO-d6, 300 MHz) δ 1.15-1.50 (m, 2H), 1.50-1.70 (m, 2H), 2.16 (m, 1H), 2.56 (m, 1H), 3.15 (m, 1H), 4.30 (s, 4H), 4.32 (m, 1H), 5.20 (m, 1H), 7.02 (m, 4H), 7.30-7.52 (m, 2H), 7.84 (m, 1H), 8.15 (s, 1H). MS (APCI) m/z 494 (M+H)+. Anal. calcd. for C24H22F3NO5.0.3H2O: C, 57.78; H, 4.57; N, 2.81. Found: C, 57.87; H, 4.5 7; N, 2.76.